From a dataset of the Open Reaction Database (ORD), a public repository of structured organic reaction records. describe an organic reaction: reactants, conditions, products, and yield RXN SMILES: [F:1][C:2]1[CH:7]=[CH:6][C:5]([OH:8])=[CH:4][CH:3]=1.Br[C:10]1[CH:11]=[C:12]([CH:16]2[O:20][CH2:19][CH2:18][O:17]2)[CH:13]=[CH:14][CH:15]=1.C(=O)([O-])[O-].[K+].[K+].N1C=CC=CC=1>ClCCl.[Cu]=O.CCOC(C)=O.CCCCCC>[F:1][C:2]1[CH:7]=[CH:6][C:5]([O:8][C:14]2[CH:13]=[C:12]([CH:16]3[O:17][CH2:18][CH2:19][O:20]3)[CH:11]=[CH:10][CH:15]=2)=[CH:4][CH:3]=1 |f:2.3.4|. Run in CCOC(=O)C (EtOAc), CCCCCC (hexane), ClCCl (dichloromethane). Procedure details: Combine 4-fluorophenol (3.0 g, 227.8 mmol), 2-(3-bromophenyl)-1,3-dioxolane (5.0 ml, 33.3 mmol), potassium carbonate (anhydrous, 8.0 g, 55.6 mmol), and dry pyridine (50 ml). Heat to 90° C. and add copper oxide (5.5 g, 69.5 mmol). Heat at reflux. After 24 hours, cool to room temperature, dilute with dichloromethane, and filter. Concentrate the filtrate in vacuum to give a yellow oil. Chromatograph the oil on silica gel eluting with 95:5 hexane:EtOAc to give the title compound. Reaction conditions: temperature 90 celsius, time 24 hour. Reagents/catalysts: [Cu]=O (copper oxide). The product is FC1=CC=C(OC=2C=C(C=CC2)C2OCCO2)C=C1 (3-(4-Fluorophenoxy)phenyl-(1,3)dioxolane). The reactants are FC1=CC=C(C=C1)O (4-fluorophenol), N1=CC=CC=C1 (pyridine), BrC=1C=C(C=CC1)C1OCCO1 (2-(3-bromophenyl)-1,3-dioxolane), C([O-])([O-])=O.[K+].[K+] (potassium carbonate). Starting materials: N[C@H](C(C)(C)S)C(=O)O (D-penicillamine), C(C=1C(O)=CC=CC1)=O (salicylaldehyde). Solvent: CO (methanol). Run at time 3 hour. Product: CC1([C@@H](NC(S1)C1=C(C=CC=C1)O)C(=O)O)C (5,5-Dimethyl-2-(2-hydroxyphenyl)-thiazolidine-4(S)-carboxylic acid). RXN SMILES: [NH2:1][C@@H:2]([C:7]([OH:9])=[O:8])[C:3]([SH:6])([CH3:5])[CH3:4].[CH:10](=O)[C:11]1[C:12](=[CH:14][CH:15]=[CH:16][CH:17]=1)[OH:13]>CO>[CH3:4][C:3]1([CH3:5])[S:6][CH:10]([C:11]2[CH:17]=[CH:16][CH:15]=[CH:14][C:12]=2[OH:13])[NH:1][C@H:2]1[C:7]([OH:9])=[O:8]. Procedure: A solution containing 4.5 g (30 mmoles) of D-penicillamine and 3.16 ml (30 mmoles) of salicylaldehyde in 90 ml of 30% methanol is stirred for 3 hours. The precipitated product is filtered out, washed with 50% methanol and dried to give the title acid in a yield of 7.05 g (92.7%) which is recrystallized from methanol, m.p. 179°-181° C., [α]D =129.8° (c=0.48, dimethylformamide). Reactants: Intermediate 1, COC1=CC=C(C=2C3CCC(C12)CC3)O (8-methoxy-1,2,3,4-tetrahydro-1,4-ethanonaphthalen-5-ol), Intermediate 1, C(C=C)OC1=C2C3CCC(C2=C(C=C1)OC)CC3 (5-(allyloxy)-8-methoxy-1,2,3,4-tetrahydro-1,4-ethanonaphthalene), C([O-])([O-])=O.[K+].[K+] (potassium carbonate), C(C=C)Br (allyl bromide), C(C=C)OCC=C (allyl ether), C1(=CC(=CC(=C1)C)C)C (mesitylene). Yields the product C(C=C)C1=C(C=2C3CCC(C2C(=C1)OC)CC3)O (6-allyl-8-methoxy-1,2,3,4-tetrahydro-1,4-ethanonaphthalen-5-ol). Reaction SMILES: [CH3:1][O:2][C:3]1[C:12]2[CH:11]3[CH2:13][CH2:14][CH:8]([CH2:9][CH2:10]3)[C:7]=2[C:6]([OH:15])=[CH:5][CH:4]=1.C(=O)([O-])[O-].[K+].[K+].[CH2:22](Br)[CH:23]=[CH2:24].C(OC1C=CC(OC)=C2C=1C1CCC2CC1)C=C.C(OCC=C)C=C.C1(C)C=C(C)C=C(C)C=1>>[CH2:24]([C:5]1[CH:4]=[C:3]([O:2][CH3:1])[C:12]2[CH:11]3[CH2:13][CH2:14][CH:8]([CH2:9][CH2:10]3)[C:7]=2[C:6]=1[OH:15])[CH:23]=[CH2:22] |f:1.2.3|. Procedure details: Treatment of 8-methoxy-1,2,3,4-tetrahydro-1,4-ethanonaphthalen-5-ol (11.30 g, 0.055 mol) with potassium carbonate (22.94 g, 0.166 mol) and allyl bromide (7.36 g, 0.061 mol) generally according to the procedure described for Intermediate 1 afforded 5-(allyloxy)-8-methoxy-1,2,3,4-tetrahydro-1,4-ethanonaphthalene. Treatment of the allyl ether in refluxing mesitylene generally according to the procedure described for Intermediate 1 gave 6-allyl-8-methoxy-1,2,3,4-tetrahydro-1,4-ethanonaphthalen-5-ol.... Procedure details: A mixture of cis-4-[(3,5-bis-trifluoromethyl-benzyl)-methoxycarbonyl-amino]-7-methoxy-2-methyl-3,4-dihydro-2H-quinoline-1,6-dicarboxylic acid 1-ethyl ester (Example 60) (75 mg, 1.26 mmol) and 1.5 ml SOCK was heated at reflux for 1.5 h. The cooled solution was evaporated to dryness and the residue dried under high vacuum for 30 min. The residue was diluted with 0.75 ml dichloromethane, and triethylamine (0.021 ml) and N,N-dimethyl ethylenediamine (11 mg, 1.26 mmol) were added sequentially. After ... The product is C(C)OC(=O)N1[C@H](C[C@H](C2=CC(=C(C=C12)OC)C(NCCN(C)C)=O)N(C(=O)OC)CC1=CC(=CC(=C1)C(F)(F)F)C(F)(F)F)C (cis-4-[(3,5-Bis-trifluoromethyl-benzyl)-methoxycarbonyl-amino]-6-(2-dimethylamino-ethylcarbamoyl)-7-methoxy-2-methyl-3,4-dihydro-2H-quinoline-1-carboxylic acid ethyl ester). Run in ClCCl (dichloromethane), C(C)N(CC)CC (triethylamine). The reactants are C(C)OC(=O)N1[C@H](C[C@H](C2=CC(=C(C=C12)OC)C(=O)O)N(C(=O)OC)CC1=CC(=CC(=C1)C(F)(F)F)C(F)(F)F)C (cis-4-[(3,5-Bis-trifluoromethyl-benzyl)-methoxycarbonyl-amino]-7-methoxy-2-methyl-3,4-dihydro-2H-quinoline-1,6-dicarboxylic acid 1-ethyl ester), CN(CCN)C (N,N-dimethyl ethylenediamine). Reaction conditions: time 1.5 hour. As a reaction SMILES: [CH2:1]([O:3][C:4]([N:6]1[C:15]2[C:10](=[CH:11][C:12]([C:18]([OH:20])=O)=[C:13]([O:16][CH3:17])[CH:14]=2)[C@H:9]([N:21]([CH2:26][C:27]2[CH:32]=[C:31]([C:33]([F:36])([F:35])[F:34])[CH:30]=[C:29]([C:37]([F:40])([F:39])[F:38])[CH:28]=2)[C:22]([O:24][CH3:25])=[O:23])[CH2:8][C@@H:7]1[CH3:41])=[O:5])[CH3:2].[CH3:42][N:43]([CH3:47])[CH2:44][CH2:45][NH2:46]>ClCCl.C(N(CC)CC)C>[CH2:1]([O:3][C:4]([N:6]1[C:15]2[C:10](=[CH:11][C:12]([C:18](=[O:20])[NH:46][CH2:45][CH2:44][N:43]([CH3:47])[CH3:42])=[C:13]([O:16][CH3:17])[CH:14]=2)[C@H:9]([N:21]([CH2:26][C:27]2[CH:32]=[C:31]([C:33]([F:36])([F:35])[F:34])[CH:30]=[C:29]([C:37]([F:38])([F:40])[F:39])[CH:28]=2)[C:22]([O:24][CH3:25])=[O:23])[CH2:8][C@@H:7]1[CH3:41])=[O:5])[CH3:2]. RXN SMILES: [CH3:1][c:2]1[c:3]([CH2:13][O:14][c:15]2[cH:16][cH:17][c:18]([CH2:19][O:20][c:21]3[n:22][cH:23][cH:24][cH:25][c:26]3[CH2:27][C:28]#[N:29])[cH:30][cH:31]2)[n:4][c:5](-[c:7]2[cH:8][cH:9][cH:10][cH:11][cH:12]2)[o:6]1.[CH3:41][CH2:42][OH:43].[ClH:39].[Na+:38].[O:32]1[CH2:33][CH2:34][CH2:35][CH2:36]1.[OH-:37].[OH2:40]>>[CH3:1][c:2]1[c:3]([CH2:13][O:14][c:15]2[cH:16][cH:17][c:18]([CH2:19][O:20][c:21]3[n:22][cH:23][cH:24][cH:25][c:26]3[CH2:27][C:28](=[O:37])[OH:40])[cH:30][cH:31]2)[n:4][c:5](-[c:7]2[cH:8][cH:9][cH:10][cH:11][cH:12]2)[o:6]1. Yields the product Cc1oc(-c2ccccc2)nc1COc1ccc(COc2ncccc2CC(=O)O)cc1. Reactants: Cc1oc(-c2ccccc2)nc1COc1ccc(COc2ncccc2CC#N)cc1, CCO, Cl, [Na+], C1CCOC1, [OH-], O. Starting materials: Cl.N1CCC(CC1)=C1C(C(OC2=NC=C(C=C2)C(F)(F)F)=CC=C1)C (2-(3-piperidin-4-ylidene-methyl-phenoxy)-5-trifluoromethyl-pyridine hydrochloride), COC1=CN=CC(=N1)NC(OC1=CC=CC=C1)=O (Phenyl 6-methoxypyrazin-2-ylcarbamate), C(C)(C)N(CC)C(C)C (diisopropylethylamine), CS(=O)C (DMSO). Reaction conditions: temperature 60 celsius, time 3 hour. The product is COC1=CN=CC(=N1)NC(=O)N1CCC(CC1)=CC1=CC(=CC=C1)OC1=NC=C(C=C1)C(F)(F)F (N-(6-methoxypyrazin-2-yl)-4-(3-{[5-(trifluoromethyl)pyridin-2-yl]oxy}benzylidene)piperidine-1-carboxamide). The yield is 69.0%. RXN SMILES: Cl.N1C[CH2:6][C:5](=[C:8]2[CH:24]=[CH:23][CH:22]=[C:10]([O:11][C:12]3[CH:17]=[CH:16][C:15]([C:18]([F:21])([F:20])[F:19])=[CH:14][N:13]=3)[CH:9]2C)CC1.[CH3:26][O:27][C:28]1[N:33]=[C:32]([NH:34]C(=O)OC2C=CC=CC=2)[CH:31]=[N:30][CH:29]=1.[CH:44]([N:47]([CH:50]([CH3:52])C)[CH2:48][CH3:49])(C)C.CS(C)=[O:55]>>[CH3:26][O:27][C:28]1[N:33]=[C:32]([NH:34][C:44]([N:47]2[CH2:48][CH2:49][C:6](=[CH:5][C:8]3[CH:24]=[CH:23][CH:22]=[C:10]([O:11][C:12]4[CH:17]=[CH:16][C:15]([C:18]([F:19])([F:20])[F:21])=[CH:14][N:13]=4)[CH:9]=3)[CH2:52][CH2:50]2)=[O:55])[CH:31]=[N:30][CH:29]=1 |f:0.1|. Procedure details: A solution of 2-(3-piperidin-4-ylidene-methyl-phenoxy)-5-trifluoromethyl-pyridine hydrochloride (0.371 g, 1.00 mmol) (from Example 1, Step 5) and phenyl 6-methoxypyrazin-2-ylcarbamate (0.245 g, 1.00 mmol, from Step 1) in DMSO (2.5 mL) was treated with diisopropylethylamine (0.155 g, 1.2 mmol) and heated to 60° C. After 3 h, the reaction mixture was partitioned between water and ethyl acetate. The organic layer was separated and the aqueous layer was extracted again with ethyl acetate. The combin...